From a dataset of the Open Reaction Database (ORD), a public repository of structured organic reaction records. describe an organic reaction: reactants, conditions, products, and yield Reactants: CNC(=O)c1cccc(F)c1Nc1nc(Cl)ncc1Cl, COC(CN1CCc2ccc(N)cc2CC1)C(F)(F)F. The product is CNC(=O)c1cccc(F)c1Nc1nc(Nc2ccc3c(c2)CCN(CC(OC)C(F)(F)F)CC3)ncc1Cl. RXN SMILES: [Cl:21][c:22]1[n:23][cH:24][c:25]([Cl:40])[c:26]([NH:28][c:29]2[c:30]([C:31](=[O:32])[NH:33][CH3:34])[cH:35][cH:36][cH:37][c:38]2[F:39])[n:27]1.[F:1][C:2]([CH:3]([CH2:4][N:5]1[CH2:6][CH2:7][c:8]2[c:9]([cH:12][c:13]([NH2:16])[cH:14][cH:15]2)[CH2:10][CH2:11]1)[O:17][CH3:18])([F:19])[F:20]>>[F:1][C:2]([CH:3]([CH2:4][N:5]1[CH2:6][CH2:7][c:8]2[c:9]([cH:12][c:13]([NH:16][c:22]3[n:23][cH:24][c:25]([Cl:40])[c:26]([NH:28][c:29]4[c:30]([C:31](=[O:32])[NH:33][CH3:34])[cH:35][cH:36][cH:37][c:38]4[F:39])[n:27]3)[cH:14][cH:15]2)[CH2:10][CH2:11]1)[O:17][CH3:18])([F:19])[F:20].